Dataset: the Open Reaction Database (ORD), a public repository of structured organic reaction records. Task: describe an organic reaction: reactants, conditions, products, and yield The reactants are O=C([O-])[O-], COc1ccc(-c2sc3cc(OC)ccc3c2C(=O)c2ccc(O)c(F)c2)cc1, ClCCN1CCCCC1, Cl, [Cs+], [Cs+], CN(C)C=O. Product: COc1ccc(-c2sc3cc(OC)ccc3c2C(=O)c2ccc(OCCN3CCCCC3)c(F)c2)cc1. As a reaction SMILES: [C:40](=[O:41])([O-:42])[O-:43].[CH3:1][O:2][c:3]1[cH:4][cH:5][c:6](-[c:9]2[c:10]([C:20](=[O:21])[c:22]3[cH:23][c:24]([F:29])[c:25]([OH:28])[cH:26][cH:27]3)[c:11]3[c:12]([s:13]2)[cH:14][c:15]([O:18][CH3:19])[cH:16][cH:17]3)[cH:7][cH:8]1.[Cl:31][CH2:32][CH2:33][N:34]1[CH2:35][CH2:36][CH2:37][CH2:38][CH2:39]1.[ClH:30].[Cs+:44].[Cs+:45].[O:46]=[CH:47][N:48]([CH3:49])[CH3:50]>>[CH3:1][O:2][c:3]1[cH:4][cH:5][c:6](-[c:9]2[c:10]([C:20](=[O:21])[c:22]3[cH:23][c:24]([F:29])[c:25]([O:28][CH2:32][CH2:33][N:34]4[CH2:35][CH2:36][CH2:37][CH2:38][CH2:39]4)[cH:26][cH:27]3)[c:11]3[c:12]([s:13]2)[cH:14][c:15]([O:18][CH3:19])[cH:16][cH:17]3)[cH:7][cH:8]1.